Dataset: the Open Reaction Database (ORD), a public repository of structured organic reaction records. Task: describe an organic reaction: reactants, conditions, products, and yield Starting materials: C(C)N1CCN(CC1)CC1=C(C=C(C=C1)NC1=NC=CC=2C(=C(C=CC12)C)N)C(F)(F)F (N1-(4-(4-ethyl-piperazin-1-ylmethyl)-3-trifluoromethyl-phenyl)-6-methyl-isoquinolin-1,5-diamine), C1(CC1)NC=1C2=C(N=CN1)C(=CS2)C(=O)O (4-cyclopropylamino-thieno[3,2-d]pyrimidine-7-carboxylic acid). Product: C1(CC1)NC=1C2=C(N=CN1)C(=CS2)C(=O)NC2=C1C=CN=C(C1=CC=C2C)NC2=CC(=C(C=C2)CN2CCN(CC2)CC)C(F)(F)F (4-(cyclopropylamino)-N-(1-((4-((4-ethylpiperazin-1-yl)methyl)-3-(trifluoromethyl)phenyl)amino)-6-methylisoquinolin-5-yl)thieno[3,2-d]pyrimidine-7-carboxamide). Isolated yield 50.4%. Reaction SMILES: [CH2:1]([N:3]1[CH2:8][CH2:7][N:6]([CH2:9][C:10]2[CH:15]=[CH:14][C:13]([NH:16][C:17]3[C:26]4[CH:25]=[CH:24][C:23]([CH3:27])=[C:22]([NH2:28])[C:21]=4[CH:20]=[CH:19][N:18]=3)=[CH:12][C:11]=2[C:29]([F:32])([F:31])[F:30])[CH2:5][CH2:4]1)[CH3:2].[CH:33]1([NH:36][C:37]2[C:38]3[S:45][CH:44]=[C:43]([C:46](O)=[O:47])[C:39]=3[N:40]=[CH:41][N:42]=2)[CH2:35][CH2:34]1>>[CH:33]1([NH:36][C:37]2[C:38]3[S:45][CH:44]=[C:43]([C:46]([NH:28][C:22]4[C:23]([CH3:27])=[CH:24][CH:25]=[C:26]5[C:21]=4[CH:20]=[CH:19][N:18]=[C:17]5[NH:16][C:13]4[CH:14]=[CH:15][C:10]([CH2:9][N:6]5[CH2:7][CH2:8][N:3]([CH2:1][CH3:2])[CH2:4][CH2:5]5)=[C:11]([C:29]([F:31])([F:30])[F:32])[CH:12]=4)=[O:47])[C:39]=3[N:40]=[CH:41][N:42]=2)[CH2:35][CH2:34]1. Procedure details: The procedures of <Step 3> of Example 1 were repeated in sequence, except for using N1-(4-(4-ethyl-piperazin-1-ylmethyl)-3-trifluoromethyl-phenyl)-6-methyl-isoquinolin-1,5-diamine (0.015 g, 0.03 mmol) and 4-cyclopropylamino-thieno[3,2-d]pyrimidine-7-carboxylic acid (see WO 2011009687, 0.04 mmol) to obtain the title compound (10 mg, 46%). The reactants are CCCCCCC(=O)Cl, CCCCCCc1ccc(-c2nnc(-c3ccc4cc(O)ccc4c3)s2)cc1, c1ccncc1. The product is CCCCCCC(=O)Oc1ccc2cc(-c3nnc(-c4ccc(CCCCCC)cc4)s3)ccc2c1. As a reaction SMILES: [C:1]([CH2:2][CH2:3][CH2:4][CH2:5][CH2:6][CH3:7])(=[O:8])[Cl:9].[CH2:10]([CH2:11][CH2:12][CH2:13][CH2:14][CH3:15])[c:16]1[cH:17][cH:18][c:19](-[c:22]2[s:23][c:24](-[c:27]3[cH:28][c:29]4[cH:30][cH:31][c:32]([OH:37])[cH:33][c:34]4[cH:35][cH:36]3)[n:25][n:26]2)[cH:20][cH:21]1.[cH:38]1[cH:39][cH:40][n:41][cH:42][cH:43]1>>[C:1]([CH2:2][CH2:3][CH2:4][CH2:5][CH2:6][CH3:7])(=[O:8])[O:37][c:32]1[cH:31][cH:30][c:29]2[cH:28][c:27](-[c:24]3[s:23][c:22](-[c:19]4[cH:18][cH:17][c:16]([CH2:10][CH2:11][CH2:12][CH2:13][CH2:14][CH3:15])[cH:21][cH:20]4)[n:26][n:25]3)[cH:36][cH:35][c:34]2[cH:33]1. Reactants: CCOC(=O)c1ncccc1Nc1cc(C(C)(C)C)nn1-c1c(C)cccc1C, C1CCOC1, CCO, Cl, [Li+], [OH-], O, O. The product is Cc1cccc(C)c1-n1nc(C(C)(C)C)cc1Nc1cccnc1C(=O)O. Reaction SMILES: [C:1]([CH3:2])([CH3:3])([CH3:4])[c:5]1[n:6][n:7](-[c:22]2[c:23]([CH3:29])[cH:24][cH:25][cH:26][c:27]2[CH3:28])[c:8]([NH:10][c:11]2[c:12]([C:17](=[O:18])[O:19][CH2:20][CH3:21])[n:13][cH:14][cH:15][cH:16]2)[cH:9]1.[CH2:37]1[O:38][CH2:39][CH2:40][CH2:41]1.[CH3:34][CH2:35][OH:36].[ClH:33].[Li+:32].[OH-:31].[OH2:30].[OH2:42]>>[C:1]([CH3:2])([CH3:3])([CH3:4])[c:5]1[n:6][n:7](-[c:22]2[c:23]([CH3:29])[cH:24][cH:25][cH:26][c:27]2[CH3:28])[c:8]([NH:10][c:11]2[c:12]([C:17](=[O:18])[OH:19])[n:13][cH:14][cH:15][cH:16]2)[cH:9]1. Starting materials: CCOC(=O)Cc1c2c(c3c(c1OC)OC(C)(C)C3)C(c1ccccc1)=NC(C)(C)C2, CCO, [Na+], [OH-]. Yields the product COc1c(CC(=O)O)c2c(c3c1OC(C)(C)C3)C(c1ccccc1)=NC(C)(C)C2. As a reaction SMILES: [CH2:3]([CH3:4])[O:5][C:6]([CH2:7][c:8]1[c:9]2[c:14]([c:15]3[c:16]([c:17]1[O:18][CH3:19])[O:20][C:21]([CH3:23])([CH3:24])[CH2:22]3)[C:13]([c:25]1[cH:26][cH:27][cH:28][cH:29][cH:30]1)=[N:12][C:11]([CH3:31])([CH3:32])[CH2:10]2)=[O:33].[CH3:34][CH2:35][OH:36].[Na+:2].[OH-:1]>>[O:5]=[C:6]([CH2:7][c:8]1[c:9]2[c:14]([c:15]3[c:16]([c:17]1[O:18][CH3:19])[O:20][C:21]([CH3:23])([CH3:24])[CH2:22]3)[C:13]([c:25]1[cH:26][cH:27][cH:28][cH:29][cH:30]1)=[N:12][C:11]([CH3:31])([CH3:32])[CH2:10]2)[OH:33].